The task is: describe an organic reaction: reactants, conditions, products, and yield. This data is from the Open Reaction Database (ORD), a public repository of structured organic reaction records. The reactants are CCN=C=NCCCN(C)C, CN(C)C=O, Cl, On1nnc2ccccc21, NC1c2cccc(-c3nc4ccncc4[nH]3)c2-n2cccc21, O=C(O)c1ccnc2[nH]ccc12. The product is O=C(NC1c2cccc(-c3nc4ccncc4[nH]3)c2-n2cccc21)c1ccnc2[nH]ccc12. Reaction SMILES: [CH3:36][N:37]([CH3:38])[CH2:39][CH2:40][CH2:41][N:42]=[C:43]=[N:44][CH2:45][CH3:46].[CH3:57][N:58]([CH3:59])[CH:60]=[O:61].[ClH:35].[OH:47][n:48]1[c:49]2[cH:50][cH:51][cH:52][cH:53][c:54]2[n:55][n:56]1.[n:1]1[c:2](-[c:10]2[cH:11][cH:12][cH:13][c:14]3[c:18]2-[n:17]2[c:16]([cH:21][cH:20][cH:19]2)[CH:15]3[NH2:22])[nH:3][c:4]2[cH:5][n:6][cH:7][cH:8][c:9]12.[nH:23]1[cH:24][cH:25][c:26]2[c:27]1[n:28][cH:29][cH:30][c:31]2[C:32](=[O:33])[OH:34]>>[n:1]1[c:2](-[c:10]2[cH:11][cH:12][cH:13][c:14]3[c:18]2-[n:17]2[c:16]([cH:21][cH:20][cH:19]2)[CH:15]3[NH:22][C:32]([c:31]2[c:26]3[cH:25][cH:24][nH:23][c:27]3[n:28][cH:29][cH:30]2)=[O:33])[nH:3][c:4]2[cH:5][n:6][cH:7][cH:8][c:9]12.